The task is: describe an organic reaction: reactants, conditions, products, and yield. This data is from the Open Reaction Database (ORD), a public repository of structured organic reaction records. Starting materials: CC(C)(C)OC(=O)NC(C=O)Cc1ccccc1, CCOC(C)=O, N#C[K], [Na+], O, O=S([O-])O. Yields the product CC(C)(C)OC(=O)NC(Cc1ccccc1)C(O)C#N. As a reaction SMILES: [C:6]([CH3:7])([CH3:8])([CH3:9])[O:10][C:11](=[O:12])[NH:13][CH:14]([CH:15]=[O:16])[CH2:17][c:18]1[cH:19][cH:20][cH:21][cH:22][cH:23]1.[CH3:24][CH2:25][O:26][C:27](=[O:28])[CH3:29].[K:30][C:31]#[N:32].[Na+:1].[OH2:33].[OH:2][S:3](=[O:4])[O-:5]>>[C:6]([CH3:7])([CH3:8])([CH3:9])[O:10][C:11](=[O:12])[NH:13][CH:14]([CH:15]([OH:16])[C:31]#[N:32])[CH2:17][c:18]1[cH:19][cH:20][cH:21][cH:22][cH:23]1. The reactants are C1(=CC=C(C=C1)CCCCCCBr)C (6-(p-tolyl)hexyl bromide), [I-].[Na+] (sodium iodide), D2. Solvent: CC(=O)C (acetone). Yields the product C1(=CC=C(C=C1)CCCCCCI)C (6-(p-Tolyl)hexyl iodide). RXN SMILES: [C:1]1([CH3:14])[CH:6]=[CH:5][C:4]([CH2:7][CH2:8][CH2:9][CH2:10][CH2:11][CH2:12]Br)=[CH:3][CH:2]=1.[I-:15].[Na+]>CC(C)=O>[C:1]1([CH3:14])[CH:6]=[CH:5][C:4]([CH2:7][CH2:8][CH2:9][CH2:10][CH2:11][CH2:12][I:15])=[CH:3][CH:2]=1 |f:1.2|. Procedure: 6-(p-Tolyl)hexyl iodide [VIa; Ar is 4-CH3C6H4, R is H] was prepared from 6-(p-tolyl)hexyl bromide (Preparation C14) and sodium iodide in acetone according to the procedure of Preparation D2 above. Starting materials: BrCC1OCC(C1)C1=CC=CC=C1 (2-bromomethyl-4-phenyltetrahydrofuran), C1(=CC=CC=C1)N1CNC(C12CCNCC2)=O (1-phenyl-1,3,8-triazaspiro[4.5]decan-4-one), [I-].[Na+] (sodium iodide), C([O-])([O-])=O.[K+].[K+] (potassium carbonate). Run in CN(C=O)C (dimethylformamide), C(C)(=O)OCC (ethyl acetate), O (water). Reaction conditions: temperature 60 celsius, time 24 hour. Yields the product C(\C=C/C(=O)O)(=O)O.C1(=CC=CC=C1)C1CC(OC1)CN1CCC2(C(NCN2C2=CC=CC=C2)=O)CC1 (8-(4-phenyl-tetrahydro-2-furylmethyl)-1-phenyl-1,3,8-triazaspiro[4.5]decan-4-one maleate). RXN SMILES: Br[CH2:2][CH:3]1[CH2:7][CH:6]([C:8]2[CH:13]=[CH:12][CH:11]=[CH:10][CH:9]=2)[CH2:5][O:4]1.[C:14]1([N:20]2[C:24]3([CH2:29][CH2:28][NH:27][CH2:26][CH2:25]3)[C:23](=[O:30])[NH:22][CH2:21]2)[CH:19]=[CH:18][CH:17]=[CH:16][CH:15]=1.[I-].[Na+].[C:33](=[O:36])([O-:35])[O-].[K+].[K+]>CN(C)C=O.C(OCC)(=O)C.O>[C:5]([OH:30])(=[O:4])/[CH:6]=[CH:8]\[C:33]([OH:35])=[O:36].[C:8]1([CH:6]2[CH2:5][O:4][CH:3]([CH2:2][N:27]3[CH2:26][CH2:25][C:24]4([N:20]([C:14]5[CH:19]=[CH:18][CH:17]=[CH:16][CH:15]=5)[CH2:21][NH:22][C:23]4=[O:30])[CH2:29][CH2:28]3)[CH2:7]2)[CH:13]=[CH:12][CH:11]=[CH:10][CH:9]=1 |f:2.3,4.5.6,10.11|. Procedure details: A mixture of 4.0 g of 2-bromomethyl-4-phenyltetrahydrofuran, 3.83 g of 1-phenyl-1,3,8-triazaspiro[4.5]decan-4-one, 2.48 g of sodium iodide and 2.3 g of potassium carbonate in 50 ml of dimethylformamide is heated with stirring at 60° C. for 24 hours. The reaction mixture is then poured into 200 ml of water, and 50 ml of ethyl acetate is added thereto. The mixture is stirred under ice-cooling. The crystals precipitated are collected by filtration, treated with maleic acid and recrystallized from e... Reactants: Cl.Cl.Cl.Cl.Cl.CN1CCN(CC1)C1=NC(=NC(=C1)N1CC2=CC(=CC=C2CC1C)C1CCNCC1)N (4-(4-methylpiperazin-1-yl)-6-(3-methyl-7-piperidin-4-yl-3,4-dihydroisoquinolin-2(1H)-yl)pyrimidin-2-amine tetrahydrochloride HCl salt), CN=C=O (methyl isocyanate). The product is NC1=NC(=CC(=N1)N1CC2=CC(=CC=C2CC1C)C1CCN(CC1)C(=O)NC)N1CCN(CC1)C (4-{2-[2-Amino-6-(4-methylpiperazin-1-yl)pyrimidin-4-yl]-3-methyl-1,2,3,4-tetrahydroisoquinolin-7-yl}-N-methylpiperidine-1-carboxamide). RXN SMILES: Cl.Cl.Cl.Cl.Cl.[CH3:6][N:7]1[CH2:12][CH2:11][N:10]([C:13]2[CH:18]=[C:17]([N:19]3[CH:28]([CH3:29])[CH2:27][C:26]4[C:21](=[CH:22][C:23]([CH:30]5[CH2:35][CH2:34][NH:33][CH2:32][CH2:31]5)=[CH:24][CH:25]=4)[CH2:20]3)[N:16]=[C:15]([NH2:36])[N:14]=2)[CH2:9][CH2:8]1.[CH3:37][N:38]=[C:39]=[O:40]>>[NH2:36][C:15]1[N:16]=[C:17]([N:19]2[CH:28]([CH3:29])[CH2:27][C:26]3[C:21](=[CH:22][C:23]([CH:30]4[CH2:31][CH2:32][N:33]([C:39]([NH:38][CH3:37])=[O:40])[CH2:34][CH2:35]4)=[CH:24][CH:25]=3)[CH2:20]2)[CH:18]=[C:13]([N:10]2[CH2:11][CH2:12][N:7]([CH3:6])[CH2:8][CH2:9]2)[N:14]=1 |f:0.1.2.3.4.5|. Reported procedure: This compound was prepared by using procedures analogous to those described for the synthesis of Example 144 starting from 4-(4-methylpiperazin-1-yl)-6-(3-methyl-7-piperidin-4-yl-3,4-dihydroisoquinolin-2(1H)-yl)pyrimidin-2-amine tetrahydrochloride HCl salt (Example 144, Step 3) and methyl isocyanate. LCMS (M+H)+: m/z=479.2. The reactants are O=C([O-])O, Cl, O=S(=O)(Cl)c1ccc(F)cc1, [Na+], [Na+], [Na+], O, O=S([O-])[O-]. Yields the product O=S(O)c1ccc(F)cc1. Reaction SMILES: [C:18](=[O:19])([OH:20])[O-:21].[ClH:23].[F:1][c:2]1[cH:3][cH:4][c:5]([S:8](=[O:9])(=[O:10])[Cl:11])[cH:6][cH:7]1.[Na+:16].[Na+:17].[Na+:22].[OH2:24].[S:12]([O-:13])([O-:14])=[O:15]>>[F:1][c:2]1[cH:3][cH:4][c:5]([S:8](=[O:9])[OH:10])[cH:6][cH:7]1. Starting materials: CC(C)(C)OC(=O)N(CC(=O)N1CCc2cc(C(N)=O)ccc2C1C1CCCCC1)CC1(O)CCCCC1, CCOC(C)=O, CCOC(C)=O, Cl. Yields the product NC(=O)c1ccc2c(c1)CCN(C(=O)CNCC1(O)CCCCC1)C2C1CCCCC1. RXN SMILES: [C:1]([O:2][C:3](=[O:4])[N:7]([CH2:8][C:9]1([OH:15])[CH2:10][CH2:11][CH2:12][CH2:13][CH2:14]1)[CH2:16][C:17](=[O:18])[N:19]1[CH:20]([CH:32]2[CH2:33][CH2:34][CH2:35][CH2:36][CH2:37]2)[c:21]2[cH:22][cH:23][c:24]([C:29]([NH2:30])=[O:31])[cH:25][c:26]2[CH2:27][CH2:28]1)([CH3:5])([CH3:6])[CH3:38].[CH3:40][CH2:41][O:42][C:43]([CH3:44])=[O:45].[CH3:46][CH2:47][O:48][C:49]([CH3:50])=[O:51].[ClH:39]>>[NH:7]([CH2:8][C:9]1([OH:15])[CH2:10][CH2:11][CH2:12][CH2:13][CH2:14]1)[CH2:16][C:17](=[O:18])[N:19]1[CH:20]([CH:32]2[CH2:33][CH2:34][CH2:35][CH2:36][CH2:37]2)[c:21]2[cH:22][cH:23][c:24]([C:29]([NH2:30])=[O:31])[cH:25][c:26]2[CH2:27][CH2:28]1. Reaction SMILES: O.[OH-].[Li+].C[O:5][C:6](=[O:27])[C@@H:7]1[CH2:11][C@@H:10]([NH:12][C:13]([O:15][C:16]([CH3:19])([CH3:18])[CH3:17])=[O:14])[CH2:9][N:8]1[C:20]([O:22][C:23]([CH3:26])([CH3:25])[CH3:24])=[O:21].CO>O.O1CCCC1>[C:23]([O:22][C:20]([N:8]1[CH2:9][C@H:10]([NH:12][C:13]([O:15][C:16]([CH3:19])([CH3:18])[CH3:17])=[O:14])[CH2:11][C@H:7]1[C:6]([OH:27])=[O:5])=[O:21])([CH3:26])([CH3:25])[CH3:24] |f:0.1.2|. Run at time 5 hour. Procedure: A solution of lithium hydroxide monohydrate (86 mg) in water (7 mL) was added to a cold (0° C.) stirred solution of N-tert-butoxycarbonyl-trans-4-(tert-butoxycarbonylamino)-L-proline methyl ester (N, 589 mg) in tetrahydrofuran (21 mL)-methanol (7 mL). The mixture was stirred at room temperature for 5 hr and evaporated in vacuo. The residue was diluted with water and washed with ether. The aqueous layer was acidified with 1 N hydrochloric acid and extracted with ethyl acetate. The organic layer w... The yield is 39.3%. Solvent: O1CCCC1 (tetrahydrofuran), O (water). Starting materials: COC([C@H]1N(C[C@@H](C1)NC(=O)OC(C)(C)C)C(=O)OC(C)(C)C)=O (N-tert-butoxycarbonyl-trans-4-(tert-butoxycarbonylamino)-L-proline methyl ester), CO (methanol), O.[OH-].[Li+] (lithium hydroxide monohydrate). The product is C(C)(C)(C)OC(=O)N1[C@H](C(=O)O)C[C@H](C1)NC(=O)OC(C)(C)C (N-tert-Butoxycarbonyl-trans-4-(N-tert-Butoxycarbonylamino)-L-Proline). Reactants: C(C)(=O)OCC=1C(=NC=CC1C1=CN(C(C(=C1)NC1=NNC(=C1)C)=O)C)N1C(C2=C(C=C(C=C2C=N1)C(C)(C)C)F)=O ((2-(6-tert-Butyl-8-fluoro-1-oxophthalazin-2(1H)-yl)-4-(1-methyl-5-(5-methyl-1H-pyrazol-3-ylamino)-6-oxo-1,6-dihydropyridin-3-yl)pyridin-3-yl)methyl Acetate), [OH-].[Li+] (lithium hydroxide). The solvent is C1CCOC1.C(C)(C)O (THF i-propanol), O (water). Reaction conditions: temperature 30 celsius, time 1 hour. Yields the product C(C)(C)(C)C=1C=C2C=NN(C(C2=C(C1)F)=O)C1=NC=CC(=C1CO)C1=CN(C(C(=C1)NC1=NNC(=C1)C)=O)C (6-tert-butyl-8-fluoro-2-[3-(hydroxymethyl)-4-[1-methyl-5-[(5-methyl-1H-pyrazol-3-yl)amino]-6-oxo-3-pyridyl]-2-pyridyl]phthalazin-1-one). Isolated yield 30.2%. RXN SMILES: C([O:4][CH2:5][C:6]1[C:7]([N:27]2[N:36]=[CH:35][C:34]3[C:29](=[C:30]([F:41])[CH:31]=[C:32]([C:37]([CH3:40])([CH3:39])[CH3:38])[CH:33]=3)[C:28]2=[O:42])=[N:8][CH:9]=[CH:10][C:11]=1[C:12]1[CH:17]=[C:16]([NH:18][C:19]2[CH:23]=[C:22]([CH3:24])[NH:21][N:20]=2)[C:15](=[O:25])[N:14]([CH3:26])[CH:13]=1)(=O)C.[OH-].[Li+]>C1COCC1.C(O)(C)C.O>[C:37]([C:32]1[CH:33]=[C:34]2[C:29](=[C:30]([F:41])[CH:31]=1)[C:28](=[O:42])[N:27]([C:7]1[C:6]([CH2:5][OH:4])=[C:11]([C:12]3[CH:17]=[C:16]([NH:18][C:19]4[CH:23]=[C:22]([CH3:24])[NH:21][N:20]=4)[C:15](=[O:25])[N:14]([CH3:26])[CH:13]=3)[CH:10]=[CH:9][N:8]=1)[N:36]=[CH:35]2)([CH3:40])([CH3:38])[CH3:39] |f:1.2,3.4|. Procedure: A mixture of 121a (86 mg, 0.15 mmol) and lithium hydroxide (36 mg, 1.5 mmol) in THF/i-propanol (5:3, 8 mL) and water (2 mL) was stirred at 30° C. for 1 h. The mixture was evaporated under reduced pressure and the residue was diluted with water (5 mL). It was then extracted with ethyl acetate (2×10 mL). The combined ethyl acetate extract was concentrated under reduced pressure and the residue was purified by reverse-phase prep-HPLC to afford 121 (24 mg, 30%) as a white solid. MS-ESI: [M+H]+ 530.3... Reactants: C1(=CC=CC=C1)C(C1CCN(CC1)CCCSC=1SC2=C(N1)C=CC=C2)C2=CC=CC=C2 (2-[3-[4-(diphenylmethyl)-1-piperadinyl]propylthio]benzothiazole), C(\C=C/C(=O)O)(=O)O (maleic acid). Run in C(C)O (ethanol). Run at time 2 hour. Yields the product C(\C=C/C(=O)O)(=O)O.C(\C=C/C(=O)O)(=O)O.C1(=CC=CC=C1)C(C1CCN(CC1)CCCSC=1SC2=C(N1)C=CC=C2)C2=CC=CC=C2 (2-[3-[4-(diphenylmethyl)-1-piperadinyl]propylthio]benzothiazole dimaleate). As a reaction SMILES: [C:1]1([CH:7]([C:27]2[CH:32]=[CH:31][CH:30]=[CH:29][CH:28]=2)[CH:8]2[CH2:13][CH2:12][N:11]([CH2:14][CH2:15][CH2:16][S:17][C:18]3[S:19][C:20]4[CH:26]=[CH:25][CH:24]=[CH:23][C:21]=4[N:22]=3)[CH2:10][CH2:9]2)[CH:6]=[CH:5][CH:4]=[CH:3][CH:2]=1.[C:33]([OH:40])(=[O:39])/[CH:34]=[CH:35]\[C:36]([OH:38])=[O:37]>C(O)C>[C:33]([OH:40])(=[O:39])/[CH:34]=[CH:35]\[C:36]([OH:38])=[O:37].[C:33]([OH:40])(=[O:39])/[CH:34]=[CH:35]\[C:36]([OH:38])=[O:37].[C:27]1([CH:7]([C:1]2[CH:2]=[CH:3][CH:4]=[CH:5][CH:6]=2)[CH:8]2[CH2:9][CH2:10][N:11]([CH2:14][CH2:15][CH2:16][S:17][C:18]3[S:19][C:20]4[CH:26]=[CH:25][CH:24]=[CH:23][C:21]=4[N:22]=3)[CH2:12][CH2:13]2)[CH:32]=[CH:31][CH:30]=[CH:29][CH:28]=1 |f:3.4.5|. Procedure details: 0.70 g (1.52 mmol) of 2-[3-[4-(diphenylmethyl)-1-piperadinyl]propylthio]benzothiazole obtained in Example 21 was dissolved in 15 ml of ethanol, and 0.40 g (3.45 mmol) of maleic acid was added to the solution, and then the mixture was stirred at room temperature for about 2 hours. The precipitated crystals were collected, and recrystallized from ethanol to give 2-[3-[4-(diphenylmethyl)-1-piperadinyl]propylthio]benzothiazole dimaleate.